Dataset: the Open Reaction Database (ORD), a public repository of structured organic reaction records. Task: describe an organic reaction: reactants, conditions, products, and yield Reactants: COCOc1c(OC)cc(C(O)C[N+](=O)[O-])cc1OC, CCO. The product is COCOc1c(OC)cc(C(O)CN)cc1OC. As a reaction SMILES: [CH3:1][O:2][c:3]1[cH:4][c:5]([CH:15]([CH2:16][N+:17]([O-:18])=[O:19])[OH:20])[cH:6][c:7]([O:13][CH3:14])[c:8]1[O:9][CH2:10][O:11][CH3:12].[CH3:21][CH2:22][OH:23]>>[CH3:1][O:2][c:3]1[cH:4][c:5]([CH:15]([CH2:16][NH2:17])[OH:20])[cH:6][c:7]([O:13][CH3:14])[c:8]1[O:9][CH2:10][O:11][CH3:12].